From a dataset of the Open Reaction Database (ORD), a public repository of structured organic reaction records. describe an organic reaction: reactants, conditions, products, and yield Reactants: OC1=CC=C(C=C1)NC(C)=O (N-(4-hydroxyphenyl)-acetamide), BrCCC(C)Br (1,3-dibromobutane), C([O-])([O-])=O.[K+].[K+] (potassium carbonate). Run in C(C)#N (acetonitrile). Yields the product BrCCCCOC1=CC=C(C=C1)NC(C)=O (N-[4-(4-Bromo-butoxy)-phenyl]-acetamide). Reaction SMILES: [OH:1][C:2]1[CH:7]=[CH:6][C:5]([NH:8][C:9](=[O:11])[CH3:10])=[CH:4][CH:3]=1.[Br:12][CH2:13][CH2:14][CH:15](Br)[CH3:16].C(=O)([O-])[O-].[K+].[K+]>C(#N)C>[Br:12][CH2:13][CH2:14][CH2:15][CH2:16][O:1][C:2]1[CH:3]=[CH:4][C:5]([NH:8][C:9](=[O:11])[CH3:10])=[CH:6][CH:7]=1 |f:2.3.4|. Procedure details: A solution of N-(4-hydroxyphenyl)acetamide (Paracetamol) (1) (1.50 g) and 1,3-dibromobutane (15) (10.0 ml) in acetonitrile (25.0 ml) containing potassium carbonate (5.0 g) was refluxed for 8 hrs. at room temperature. The reaction mixture was filtered and the filtrate was poured into ice cold water. The residue was filtered and washed with 5% NaOH solution (3×100 ml), water (3×50 ml), dried, filtered and crystallized from methanol to get the desired product N-[4-(4-bromobutoxy)phenyl]acetamide (1... Reactants: C1(=CC=CC=C1)P(C1=CC=CC=2C(C3=CC=CC(=C3OC12)P(C1=CC=CC=C1)C1=CC=CC=C1)(C)C)C1=CC=CC=C1 (4,5-bis(diphenylphosphino)-9,9-dimethylxanthene), BrC1=CC(=C(C=C1)C1C2=C(NCCS1)N(N=C2C2=NC=CC=C2)C)C (4-(4-bromo-2-methyl-phenyl)-1-methyl-3-(2-pyridyl)-4,6,7,8-tetrahydropyrazolo[3,4-e][1,4]thiazepine), C([O-])([O-])=O.[Cs+].[Cs+] (cesium carbonate), CS(=O)[O-].[Na+] (sodium methanesulfinate). The reagents and catalysts are C=1C=CC(=CC1)/C=C/C(=O)/C=C/C2=CC=CC=C2.C=1C=CC(=CC1)/C=C/C(=O)/C=C/C2=CC=CC=C2.C=1C=CC(=CC1)/C=C/C(=O)/C=C/C2=CC=CC=C2.[Pd].[Pd] (tris(dibenzylideneacetone)dipalladium(0)). Solvent: C1(=CC=CC=C1)C (toluene), C(C)(=O)OCC (ethyl acetate). Run at temperature 120 celsius. Product: CN1N=C(C2=C1NCCSC2C2=C(C=C(C=C2)S(=O)(=O)C)C)C2=NC=CC=C2 (1-methyl-4-(2-methyl-4-methylsulfonyl-phenyl)-3-(2-pyridyl)-4,6,7,8-tetrahydropyrazolo[3,4-e][1,4]thiazepine). Yield: 3.8%. Reaction SMILES: C1(P(C2C=CC=CC=2)C2C3OC4C(=CC=CC=4P(C4C=CC=CC=4)C4C=CC=CC=4)C(C)(C)C=3C=CC=2)C=CC=CC=1.Br[C:44]1[CH:49]=[CH:48][C:47]([CH:50]2[S:56][CH2:55][CH2:54][NH:53][C:52]3[N:57]([CH3:66])[N:58]=[C:59]([C:60]4[CH:65]=[CH:64][CH:63]=[CH:62][N:61]=4)[C:51]2=3)=[C:46]([CH3:67])[CH:45]=1.C(=O)([O-])[O-].[Cs+].[Cs+].[CH3:74][S:75]([O-:77])=[O:76].[Na+]>C1(C)C=CC=CC=1.C(OCC)(=O)C.C1C=CC(/C=C/C(/C=C/C2C=CC=CC=2)=O)=CC=1.C1C=CC(/C=C/C(/C=C/C2C=CC=CC=2)=O)=CC=1.C1C=CC(/C=C/C(/C=C/C2C=CC=CC=2)=O)=CC=1.[Pd].[Pd]>[CH3:66][N:57]1[C:52]2[NH:53][CH2:54][CH2:55][S:56][CH:50]([C:47]3[CH:48]=[CH:49][C:44]([S:75]([CH3:74])(=[O:77])=[O:76])=[CH:45][C:46]=3[CH3:67])[C:51]=2[C:59]([C:60]2[CH:65]=[CH:64][CH:63]=[CH:62][N:61]=2)=[N:58]1 |f:2.3.4,5.6,9.10.11.12.13|. Procedure details: To a degassed solution of 4,5-bis(diphenylphosphino)-9,9-dimethylxanthene (0.057 g, 0.1 mmol) and tris(dibenzylideneacetone)dipalladium(0) (0.045 g, 0.025 mmol) in toluene (6 mL) was added 4-(4-bromo-2-methyl-phenyl)-1-methyl-3-(2-pyridyl)-4,6,7,8-tetrahydropyrazolo[3,4-e][1,4]thiazepine (0.400 g, 0.96 mmol, Example #4 step D), cesium carbonate (0.470 g, 1.5 mmol) and sodium methanesulfinate (0.118 g, 1.2 mmol). The resulting mixture was heated at about 120° C. overnight. After cooling to rt, th...